From a dataset of the Open Reaction Database (ORD), a public repository of structured organic reaction records. describe an organic reaction: reactants, conditions, products, and yield Starting materials: N#Cc1ccc(F)c(Br)c1, CO, NC1CC1. Reaction SMILES: [Br:1][c:2]1[cH:3][c:4]([C:5]#[N:6])[cH:7][cH:8][c:9]1[F:10].[CH3:15][OH:16].[CH:11]1([NH2:14])[CH2:12][CH2:13]1>>[Br:1][c:2]1[cH:3][c:4]([C:5]#[N:6])[cH:7][cH:8][c:9]1[NH:14][CH:11]1[CH2:12][CH2:13]1. The product is N#Cc1ccc(NC2CC2)c(Br)c1. The reactants are O1C=C(C=C1)\C=C/1\C(C(C(C1)=O)C1=C(C=C(C=C1C)C)C)=O (4-[1-Furan-3-yl-meth-(E)-ylidene]-2-(2,4,6-trimethyl-phenyl)-cyclopentane-1,3-dione). Reagents/catalysts: [Pd] (palladium on charcoal). Solvent: C(C)O (ethanol). Conditions: time 5 hour. Product: O1C=C(C=C1)CC1C(C(C(C1)=O)C1=C(C=C(C=C1C)C)C)=O (4-furan-3-ylmethyl-2-(2,4,6-trimethyl-phenyl)-cyclopentane-1,3-dione). As a reaction SMILES: [O:1]1[CH:5]=[CH:4][C:3](/[CH:6]=[C:7]2/[C:8](=[O:22])[CH:9]([C:13]3[C:18]([CH3:19])=[CH:17][C:16]([CH3:20])=[CH:15][C:14]=3[CH3:21])[C:10](=[O:12])[CH2:11]/2)=[CH:2]1>C(O)C.[Pd]>[O:1]1[CH:5]=[CH:4][C:3]([CH2:6][CH:7]2[CH2:11][C:10](=[O:12])[CH:9]([C:13]3[C:18]([CH3:19])=[CH:17][C:16]([CH3:20])=[CH:15][C:14]=3[CH3:21])[C:8]2=[O:22])=[CH:2]1. Procedure details: To a solution of 4-[1-Furan-3-yl-meth-(E)-ylidene]-2-(2,4,6-trimethyl-phenyl)-cyclopentane-1,3-dione (167 mg) in ethanol (5 ml) is added 5% palladium on charcoal (15 mg) and the resulting suspension stirred under an atmosphere of hydrogen (3 bar) for 5 hours. The reaction is filtered through a pad of Celite, washed with methanol and the filtrate purified by automated flash chromatography to give 4-furan-3-ylmethyl-2-(2,4,6-trimethyl-phenyl)-cyclopentane-1,3-dione. Reaction SMILES: [Br:1][CH2:2][CH2:3][O:4][c:5]1[c:6]([O:14][CH3:15])[cH:7][c:8]([N+:11](=[O:12])[O-:13])[cH:9][cH:10]1.[CH3:16][CH:17]1[CH2:18][NH:19][CH2:20][CH:21]([CH3:23])[CH2:22]1.[CH3:24][OH:25].[Cl:26][CH2:27][Cl:28]>>[CH2:2]([CH2:3][O:4][c:5]1[c:6]([O:14][CH3:15])[cH:7][c:8]([N+:11](=[O:12])[O-:13])[cH:9][cH:10]1)[N:19]1[CH2:18][CH:17]([CH3:16])[CH2:22][CH:21]([CH3:23])[CH2:20]1. The product is COc1cc([N+](=O)[O-])ccc1OCCN1CC(C)CC(C)C1. Starting materials: COc1cc([N+](=O)[O-])ccc1OCCBr, CC1CNCC(C)C1, CO, ClCCl.